This data is from the Open Reaction Database (ORD), a public repository of structured organic reaction records. The task is: describe an organic reaction: reactants, conditions, products, and yield Reactants: O1C2CC=3C=CC=C(C3CC21)O (5,6,7,8-tetrahydro-6,7-epoxy-1-naphthol), C([O-])(O)=O.[Na+] (sodium bicarbonate), O1CCCC1 (tetrahydrofuran), Cl(=O)(=O)(=O)O (perchloric acid). The solvent is C(Cl)(Cl)Cl (chloroform), O (water), CCOCC (ether). Reaction conditions: time 4 hour. Yields the product C1(=CC=CC=2C[C@H]([C@@H](CC12)O)O)O (trans-5,6,7,8-Tetrahydro-1,6,7-naphthalenetriol). Reaction SMILES: [O:1]1[CH:11]2[CH:2]1[CH2:3][C:4]1[CH:5]=[CH:6][CH:7]=[C:8]([OH:12])[C:9]=1[CH2:10]2.[O:13]1CCCC1.Cl(O)(=O)(=O)=O.C(=O)(O)[O-].[Na+]>C(Cl)(Cl)Cl.CCOCC.O>[C:8]1([OH:12])[C:9]2[CH2:10][C@@H:11]([OH:1])[C@H:2]([OH:13])[CH2:3][C:4]=2[CH:5]=[CH:6][CH:7]=1 |f:3.4|. Procedure details: A solution of 8.0 g. (0.048 mole) of 5,6,7,8-tetrahydro-6,7-epoxy-1-naphthol in 100 ml. of tetrahydrofuran is cooled to 0° and 20 ml. of water and 0.5 ml. of 70% perchloric acid are added. After 4 hr., a further 1.5 ml. of acid is added and the solution stirred for 16 hr. at ambient temperature and diluted with 100 ml. each of ether, 10% sodium bicarbonate and saturated salt solution. The aqueous layer is separated and washed with 150 ml. of 1:1 ether-tetrahydrofuran. The organic phase is washed... Starting materials: C1(=CC=CC=C1)C=1C=NN2C1N=CC(=C2)C2=CC=C(C=C2)CCC=O (3-[4-(3-phenylpyrazolo[1,5-a]pyrimidin-6-yl)phenyl]propanal), N1CCOCC1 (morpholine), C(C)(=O)O (acetic acid), C(C)(=O)O[BH-](OC(C)=O)OC(C)=O.[Na+] (sodium triacetoxyboro-hydride). Run in ClC(C)Cl (dichloroethane). The product is N1(CCOCC1)CCCC1=CC=C(C=C1)C=1C=NC=2N(C1)N=CC2C2=CC=CC=C2 (6-[4-(3-morpholin-4-ylpropyl)phenyl]-3-phenylpyrazolo[1,5-a]pyrimidine). Reaction SMILES: [C:1]1([C:7]2[CH:8]=[N:9][N:10]3[CH:15]=[C:14]([C:16]4[CH:21]=[CH:20][C:19]([CH2:22][CH2:23][CH:24]=O)=[CH:18][CH:17]=4)[CH:13]=[N:12][C:11]=23)[CH:6]=[CH:5][CH:4]=[CH:3][CH:2]=1.[NH:26]1[CH2:31][CH2:30][O:29][CH2:28][CH2:27]1.C(O)(=O)C.C(O[BH-](OC(=O)C)OC(=O)C)(=O)C.[Na+]>ClC(Cl)C>[N:26]1([CH2:24][CH2:23][CH2:22][C:19]2[CH:18]=[CH:17][C:16]([C:14]3[CH:13]=[N:12][C:11]4[N:10]([N:9]=[CH:8][C:7]=4[C:1]4[CH:6]=[CH:5][CH:4]=[CH:3][CH:2]=4)[CH:15]=3)=[CH:21][CH:20]=2)[CH2:31][CH2:30][O:29][CH2:28][CH2:27]1 |f:3.4|. Reported procedure: A solution of 3-[4-(3-phenylpyrazolo[1,5-a]pyrimidin-6-yl)phenyl]propanal (2-5, 150 mg, 0.458 mmol, 1 equiv), morpholine (0.048 mL, 0.55 mmol, 1.2 equiv), acetic acid (0.026 mL, 0.55 mmol, 1.0 equiv), and sodium triacetoxyboro-hydride (116 mg, 0.547 mmol, 1.20 equiv) in dichloroethane (8 mL) was stirred in the presence of 4 angstrom molecular sieves for 15 minutes. The reaction mixture was partitioned between saturated sodium bicarbonate solution (100 mL) and ethyl acetate (100 mL). The organic ...